The task is: describe an organic reaction: reactants, conditions, products, and yield. This data is from the Open Reaction Database (ORD), a public repository of structured organic reaction records. The reactants are CC(=O)NCCc1cccc2cc(CCl)oc12, COc1ccccc1COCCCOc1ccc(C2CCN(C(=O)OC(C)(C)C)CC2O)cc1. Yields the product COc1ccccc1COCCCOc1ccc(C2CCN(C(=O)OC(C)(C)C)CC2OCc2cc3cccc(CCNC(C)=O)c3o2)cc1. As a reaction SMILES: [Cl:35][CH2:36][c:37]1[o:38][c:39]2[c:40]([cH:41]1)[cH:42][cH:43][cH:44][c:45]2[CH2:46][CH2:47][NH:48][C:49]([CH3:50])=[O:51].[OH:1][CH:2]1[CH2:3][N:4]([C:28](=[O:29])[O:30][C:31]([CH3:32])([CH3:33])[CH3:34])[CH2:5][CH2:6][CH:7]1[c:8]1[cH:9][cH:10][c:11]([O:14][CH2:15][CH2:16][CH2:17][O:18][CH2:19][c:20]2[c:21]([O:26][CH3:27])[cH:22][cH:23][cH:24][cH:25]2)[cH:12][cH:13]1>>[O:1]([CH:2]1[CH2:3][N:4]([C:28](=[O:29])[O:30][C:31]([CH3:32])([CH3:33])[CH3:34])[CH2:5][CH2:6][CH:7]1[c:8]1[cH:9][cH:10][c:11]([O:14][CH2:15][CH2:16][CH2:17][O:18][CH2:19][c:20]2[c:21]([O:26][CH3:27])[cH:22][cH:23][cH:24][cH:25]2)[cH:12][cH:13]1)[CH2:36][c:37]1[o:38][c:39]2[c:40]([cH:41]1)[cH:42][cH:43][cH:44][c:45]2[CH2:46][CH2:47][NH:48][C:49]([CH3:50])=[O:51]. Reactants: COC(=O)CCCN(C)c1ccc(C(=O)N2c3ccccc3C(N(C(C)=O)c3ccc(Cl)cc3)CC2C)cc1, CCO, [Li+], C1CCOC1, [OH-]. Yields the product CC(=O)N(c1ccc(Cl)cc1)C1CC(C)N(C(=O)c2ccc(N(C)CCCC(=O)O)cc2)c2ccccc21. As a reaction SMILES: [CH3:1][O:2][C:3]([CH2:4][CH2:5][CH2:6][N:7]([CH3:8])[c:9]1[cH:10][cH:11][c:12]([C:15](=[O:16])[N:17]2[CH:18]([CH3:38])[CH2:19][CH:20]([N:27]([c:28]3[cH:29][cH:30][c:31]([Cl:34])[cH:32][cH:33]3)[C:35]([CH3:36])=[O:37])[c:21]3[cH:22][cH:23][cH:24][cH:25][c:26]32)[cH:13][cH:14]1)=[O:39].[CH3:40][CH2:41][OH:42].[Li+:43].[O:45]1[CH2:46][CH2:47][CH2:48][CH2:49]1.[OH-:44]>>[O:2]=[C:3]([CH2:4][CH2:5][CH2:6][N:7]([CH3:8])[c:9]1[cH:10][cH:11][c:12]([C:15](=[O:16])[N:17]2[CH:18]([CH3:38])[CH2:19][CH:20]([N:27]([c:28]3[cH:29][cH:30][c:31]([Cl:34])[cH:32][cH:33]3)[C:35]([CH3:36])=[O:37])[c:21]3[cH:22][cH:23][cH:24][cH:25][c:26]32)[cH:13][cH:14]1)[OH:39]. Reactants: ice water, CC1(OC(C(O1)(CO)C1=C(C=C(C=C1)Cl)Cl)=O)C (2,2-dimethyl-4-(2,4-dichlorophenyl)-4-hydroxymethyl-1,3-dioxolan-5-one), resultant suspension, CS(=O)(=O)Cl (methanesulfonyl chloride). The solvent is N1=CC=CC=C1 (pyridine). The product is CC1(OC(C(O1)(COS(=O)(=O)C)C1=C(C=C(C=C1)Cl)Cl)=O)C (2,2-dimethyl-4-(2,4-dichlorophenyl)-4-methanesulfonyloxymethyl-1,3-dioxolan-5-one). As a reaction SMILES: [CH3:1][C:2]1([CH3:18])[O:6][C:5]([C:9]2[CH:14]=[CH:13][C:12]([Cl:15])=[CH:11][C:10]=2[Cl:16])([CH2:7][OH:8])[C:4](=[O:17])[O:3]1.[CH3:19][S:20](Cl)(=[O:22])=[O:21]>N1C=CC=CC=1>[CH3:1][C:2]1([CH3:18])[O:6][C:5]([C:9]2[CH:14]=[CH:13][C:12]([Cl:15])=[CH:11][C:10]=2[Cl:16])([CH2:7][O:8][S:20]([CH3:19])(=[O:22])=[O:21])[C:4](=[O:17])[O:3]1. Reported procedure: 63.5 g (0.22 mole) of 2,2-dimethyl-4-(2,4-dichlorophenyl)-4-hydroxymethyl-1,3-dioxolan-5-one are dissolved in 400 ml of pyridine and to this solution are added 28.9 g of methanesulfonyl chloride at 0° to 5° C. The resultant suspension is stirred for 2 hours at the same temperature, then poured into ice-water and extracted with methylene chloride. The extract is washed with water, dried over sodium sulfate and evaporated to dryness. The residual resin is crystallised by addition of a small amount... The reactants are COC1=C(C=CC=C1)C1=C(C=C(C=C1)C(=O)OC)C (methyl 2′-methoxy-2-methylbiphenyl-4-carboxylate), [OH-].[Na+] (sodium hydroxide). Run in CCO (EtOH), O (water). Conditions: temperature 60 celsius, time 1 hour. The product is COC1=C(C=CC=C1)C1=C(C=C(C=C1)C(=O)O)C (2′-methoxy-2-methylbiphenyl-4-carboxylic acid). As a reaction SMILES: [CH3:1][O:2][C:3]1[CH:8]=[CH:7][CH:6]=[CH:5][C:4]=1[C:9]1[CH:14]=[CH:13][C:12]([C:15]([O:17]C)=[O:16])=[CH:11][C:10]=1[CH3:19].[OH-].[Na+]>CCO.O>[CH3:1][O:2][C:3]1[CH:8]=[CH:7][CH:6]=[CH:5][C:4]=1[C:9]1[CH:14]=[CH:13][C:12]([C:15]([OH:17])=[O:16])=[CH:11][C:10]=1[CH3:19] |f:1.2|. Procedure: To solution of methyl 2′-methoxy-2-methylbiphenyl-4-carboxylate, prepared in Step 1 (2 g; 7.80 mmol; 1 eq.) in EtOH (60 mL), was added at RT an aqueous solution of sodium hydroxide (4.68 mL; 5 M; 23.41 mmol; 3 eq.). The reaction mixture was stirred at 60° C. for one hour. The reaction mixture was concentrated under vacuum to give an orange solid. It was taken up in water (400 mL) and the aqueous phase was washed twice with EtOAc (200 mL). Aqueous phase was acidified with concentrated HCl (2 mL) ... Reactants: Br.C(C)(=O)O (Hydrogen bromide acetic acid), C1(CCCCC1)N(CCN(C(OCC1=CC=CC=C1)=O)CCC1=CC=C(C=2NC(SC21)=O)O)C(CCNCCC2=CC(=CC(=C2)F)F)=O (Benzyl [2-(cyclohexyl {N-[2-(3,5-difluorophenyl)ethyl]-β-alanyl}amino)ethyl][2-(4-hydroxy-2-oxo-2,3-dihydro-1,3-benzothiazol-7-yl)ethyl]carbamate). Solvent: C(C)(=O)O (acetic acid), COC(C)(C)C (t-butyl methyl ether), C(C)O (ethanol). Conditions: time 1 hour. Product: Br.Br.C1(CCCCC1)N(C(CCNCCC1=CC(=CC(=C1)F)F)=O)CCNCCC1=CC=C(C=2NC(SC21)=O)O (N-Cyclohexyl-N3-[2-(3,5-difluorophenyl)ethyl]-N-(2-{[2-(4-hydroxy-2-oxo-2,3-dihydro-1,3-benzothiazol-7-yl)ethyl]amino}ethyl)-β-alaninamide dihydrobromide salt). Reaction SMILES: [BrH:1].C(O)(=O)C.[CH:6]1([N:12]([C:39](=[O:53])[CH2:40][CH2:41][NH:42][CH2:43][CH2:44][C:45]2[CH:50]=[C:49]([F:51])[CH:48]=[C:47]([F:52])[CH:46]=2)[CH2:13][CH2:14][N:15]([CH2:26][CH2:27][C:28]2[C:36]3[S:35][C:34](=[O:37])[NH:33][C:32]=3[C:31]([OH:38])=[CH:30][CH:29]=2)C(=O)OCC2C=CC=CC=2)[CH2:11][CH2:10][CH2:9][CH2:8][CH2:7]1>C(O)(=O)C.COC(C)(C)C.C(O)C>[BrH:1].[BrH:1].[CH:6]1([N:12]([CH2:13][CH2:14][NH:15][CH2:26][CH2:27][C:28]2[C:36]3[S:35][C:34](=[O:37])[NH:33][C:32]=3[C:31]([OH:38])=[CH:30][CH:29]=2)[C:39](=[O:53])[CH2:40][CH2:41][NH:42][CH2:43][CH2:44][C:45]2[CH:46]=[C:47]([F:52])[CH:48]=[C:49]([F:51])[CH:50]=2)[CH2:7][CH2:8][CH2:9][CH2:10][CH2:11]1 |f:0.1,6.7.8|. Reported procedure: Hydrogen bromide/acetic acid (33%, 2 mL) was added to a solution of the carbamate of step i) (0.350 g) in acetic acid (2 mL) and the reaction was stirred for 1 h. The solution was diluted with t-butyl methyl ether (20 mL) and the resulting precipitate filtered off, washed with more t-butyl methyl ether (10 mL) and dried to afford a peach coloured solid. The solid was slurried in ethanol (7.5 mL), filtered off and dried to yield the title product (0.22 g) as a white solid. Yields the product CN(C(=O)COCc1ccccc1)c1ccc(N)cc1. RXN SMILES: [CH2:1]([c:2]1[cH:3][cH:4][cH:5][cH:6][cH:7]1)[O:8][CH2:9][C:10](=[O:11])[N:12]([c:13]1[cH:14][cH:15][c:16]([N+:19]([O-:20])=[O:21])[cH:17][cH:18]1)[CH3:22].[CH3:27][CH2:28][OH:29].[CH:23]([O-:24])=[O:25].[NH4+:26].[OH2:30]>>[CH2:1]([c:2]1[cH:3][cH:4][cH:5][cH:6][cH:7]1)[O:8][CH2:9][C:10](=[O:11])[N:12]([c:13]1[cH:14][cH:15][c:16]([NH2:19])[cH:17][cH:18]1)[CH3:22]. The reactants are CN(C(=O)COCc1ccccc1)c1ccc([N+](=O)[O-])cc1, CCO, O=C[O-], [NH4+], O.